This data is from the Open Reaction Database (ORD), a public repository of structured organic reaction records. The task is: describe an organic reaction: reactants, conditions, products, and yield Reactants: C(C)(C)(C)OC(N[C@H](CC1=CC=CC=C1)[C@H]1OC1)=O ([(1R)-1-{(2R)-oxiran-2-yl}-2-phenyl-ethyl]carbamic acid tert-butylester), OC[C@H]1NCCC1 ((2S)-2-hydroxymethyl-pyrrolidine). Procedure details: Using general procedure 1 and purification method D with [(1R)-1-{(2R)-oxiran-2-yl}-2-phenyl-ethyl]carbamic acid tert-butylester (0.10 g, 0.38 mmol) and (2S)-2-hydroxymethyl-pyrrolidine (0.077 g, 0.76 mmol) gives the title compound. Reaction SMILES: [C:1]([O:5][C:6](=[O:19])[NH:7][C@@H:8]([C@@H:16]1[CH2:18][O:17]1)[CH2:9][C:10]1[CH:15]=[CH:14][CH:13]=[CH:12][CH:11]=1)([CH3:4])([CH3:3])[CH3:2].[OH:20][CH2:21][C@@H:22]1[CH2:26][CH2:25][CH2:24][NH:23]1>>[C:1]([O:5][C:6](=[O:19])[NH:7][C@H:8]([CH2:9][C:10]1[CH:15]=[CH:14][CH:13]=[CH:12][CH:11]=1)[C@@H:16]([OH:17])[CH2:18][N:23]1[CH2:24][CH2:25][CH2:26][C@H:22]1[CH2:21][OH:20])([CH3:4])([CH3:3])[CH3:2]. The product is C(C)(C)(C)OC(N[C@@H]([C@H](CN1[C@@H](CCC1)CO)O)CC1=CC=CC=C1)=O ([(1R,2S)-1-Benzyl-2-hydroxy-3-([2S]-2-hydroxymethyl-pyrrolidin-1-yl)-propyl]-carbamic acid tert-butyl ester).